The task is: describe an organic reaction: reactants, conditions, products, and yield. This data is from the Open Reaction Database (ORD), a public repository of structured organic reaction records. Starting materials: C(C)NC1=C(C=CC(=C1)OC)[C@H]1CC=2C=CC(=CC2CC1)OC(C(C)(C)C)=O (pivalic acid (R)-6-(2-ethylamino-4-methoxyphenyl)-5,6,7,8-tetrahydronaphthalen-2-yl ester), C(C)(=O)N1CCC(CC1)OC1=CC=C(C=O)C=C1 (4-(1-acetylpiperidin-4-yloxy)benzaldehyde). Product: C(C)N(C1=C(C=CC(=C1)OC)[C@H]1CC=2C=CC(=CC2CC1)O)CC1=CC=C(C=C1)OC1CCN(CC1)CC ((R)-6-{2-{Ethyl[4-(1-ethylpiperidin-4-yloxy)benzyl]amino}-4-methoxyphenyl}-5,6,7,8-tetrahydronaphthalen-2-ol). Isolated yield 34.1%. As a reaction SMILES: [CH2:1]([NH:3][C:4]1[CH:9]=[C:8]([O:10][CH3:11])[CH:7]=[CH:6][C:5]=1[C@@H:12]1[CH2:21][CH2:20][C:19]2[CH:18]=[C:17]([O:22]C(=O)C(C)(C)C)[CH:16]=[CH:15][C:14]=2[CH2:13]1)[CH3:2].[C:29]([N:32]1[CH2:37][CH2:36][CH:35]([O:38][C:39]2[CH:46]=[CH:45][C:42]([CH:43]=O)=[CH:41][CH:40]=2)[CH2:34][CH2:33]1)(=O)[CH3:30]>>[CH2:1]([N:3]([CH2:43][C:42]1[CH:45]=[CH:46][C:39]([O:38][CH:35]2[CH2:36][CH2:37][N:32]([CH2:29][CH3:30])[CH2:33][CH2:34]2)=[CH:40][CH:41]=1)[C:4]1[CH:9]=[C:8]([O:10][CH3:11])[CH:7]=[CH:6][C:5]=1[C@@H:12]1[CH2:21][CH2:20][C:19]2[CH:18]=[C:17]([OH:22])[CH:16]=[CH:15][C:14]=2[CH2:13]1)[CH3:2]. Reported procedure: Synthesized from pivalic acid (R)-6-(2-ethylamino-4-methoxyphenyl)-5,6,7,8-tetrahydronaphthalen-2-yl ester (20 mg) and 4-(1-acetylpiperidin-4-yloxy)benzaldehyde (57 mg) according to an analogous synthetic method to Example 264 described below and purified by LC-MS, the title compound (9.2 mg) was obtained. Reactants: acid 41, C(C)C1([C@H]2[C@@H]3CC[C@H]([C@@H](CCCC(C)C)C)[C@]3(CC[C@@H]2[C@]2(CC[C@@H](CC2=C1)O)C)C)O (7-Ethyl-7-Hydroxy-cholesterol), C(CCC#C)(=O)OC (methyl 4-pentynoate). Reagents/catalysts: [Pd] (Palladium). Product: C(C)C=1[C@H]2[C@@H]3CC[C@H]([C@@H](CCCC(C)C)C)[C@]3(CC[C@@H]2[C@]2(CCC(C=C2C1)=O)C)C (7-Ethyl-Cholest-4,6-Dien-3-one). Reaction SMILES: [CH2:1]([C:3]1(O)[CH:27]=[C:26]2[C@:21]([CH3:29])([CH2:22][CH2:23][C@H:24]([OH:28])[CH2:25]2)[C@@H:20]2[C@@H:4]1[C@H:5]1[C@:17]([CH3:30])([CH2:18][CH2:19]2)[C@@H:8]([C@H:9]([CH3:16])[CH2:10][CH2:11][CH2:12][CH:13]([CH3:15])[CH3:14])[CH2:7][CH2:6]1)[CH3:2].C(OC)(=O)CCC#C>[Pd]>[CH2:1]([C:3]1[C@@H:4]2[C@@H:20]([C@:21]3([CH3:29])[C:26]([CH:27]=1)=[CH:25][C:24](=[O:28])[CH2:23][CH2:22]3)[CH2:19][CH2:18][C@@:17]1([CH3:30])[C@H:5]2[CH2:6][CH2:7][C@@H:8]1[C@H:9]([CH3:16])[CH2:10][CH2:11][CH2:12][CH:13]([CH3:15])[CH3:14])[CH3:2]. Reported procedure: The synthesis of the acid 41 and 65 is published in J. Med. Chem. 1986 Vol. 29, p. 2300. The acids 45, 63, and 64 were prepared by the reaction sequence detailed in Example 226. Palladium catalyzed coupling of the Δ16 -17-triflate 60 with methyl 4-pentynoate using the procedures published in Synlett. 1991 p. 409; J. Org. Chem. 1992 Vol. 57, p. 973. gave the enyne 61. Hydrogenation catalyzed with palladium on carbon formed the saturated ester 62 and KOH saponification gave 45. Similar reaction se... The reactants are [N-]=[N+]=[N-].[Na+] (sodium azide), [N-]=[N+]=[N-] (azide), C1(=CC=CC=C1)P(C1=CC=CC=C1)C1=CC=CC=C1 (triphenylphosphine), Intermediate 98, N(=[N+]=[N-])CC1OC2=C(C1)C=C(C=C2C2=C(C=CC=C2)C(F)(F)F)F ((±)-2-(azidomethyl)-5-fluoro-7-[2-(trifluoromethyl)phenyl]-2,3-dihydro-1-benzofuran), hydrochloride salt. Yields the product FC=1C=C(C2=C(CC(O2)CN)C1)C1=C(C=CC=C1)C(F)(F)F ((±)-1-{5-fluoro-7-[2-(trifluoromethyl)phenyl]-2,3-dihydro-1-benzofuran-2-yl}methanamine). Isolated yield 89.0%. As a reaction SMILES: [N-]=[N+]=[N-].[Na+].[N:5]([CH2:8][CH:9]1[CH2:13][C:12]2[CH:14]=[C:15]([F:28])[CH:16]=[C:17]([C:18]3[CH:23]=[CH:22][CH:21]=[CH:20][C:19]=3[C:24]([F:27])([F:26])[F:25])[C:11]=2[O:10]1)=[N+]=[N-].[N-]=[N+]=[N-].C1(P(C2C=CC=CC=2)C2C=CC=CC=2)C=CC=CC=1>>[F:28][C:15]1[CH:16]=[C:17]([C:18]2[CH:23]=[CH:22][CH:21]=[CH:20][C:19]=2[C:24]([F:27])([F:25])[F:26])[C:11]2[O:10][CH:9]([CH2:8][NH2:5])[CH2:13][C:12]=2[CH:14]=1 |f:0.1|. Procedure details: Treatment of (±)-{5-fluoro-7-[2-(trifluoromethyl)phenyl]-2,3-dihydro-1-benzofuran-2-yl)}methyl 4-methylbenzenesulfonate (5.34 g, 0.011 mol) with sodium azide (2.60 g, 0.04 mol) generally according to the procedure described for Intermediate 98 provided (±)-2-(azidomethyl)-5-fluoro-7-[2-(trifluoromethyl)phenyl]-2,3-dihydro-1-benzofuran. Treatment of the azide with triphenylphosphine (2.89 g, 0.011 mol) generally according to the procedure described for Example 21 afforded 3.25 g (89%) of (±)-1-{5... The reactants are ClCC=O (chloroacetaldehyde), N1=C(C=CC=C1)NC([S-])=S.C(C)[NH+](CC)CC (triethylammonium pyrid-2-yldithiocarbamate). Run in CN(C=O)C (dimethylformamide). Conditions: temperature 2 celsius, time 16 hour. Product: OC1N(C(SC1)=S)C1=NC=CC=C1 (4-Hydroxy-3-(pyrid-2-yl)thiazolidine-2-thione). The yield is 34.8%. As a reaction SMILES: Cl[CH2:2][CH:3]=[O:4].[N:5]1[CH:10]=[CH:9][CH:8]=[CH:7][C:6]=1[NH:11][C:12](=[S:14])[S-:13].C([NH+](CC)CC)C>CN(C)C=O>[OH:4][CH:3]1[CH2:2][S:14][C:12](=[S:13])[N:11]1[C:6]1[CH:7]=[CH:8][CH:9]=[CH:10][N:5]=1 |f:1.2|. Procedure details: A 50% by weight aqueous solution of chloroacetaldehyde (37.7 g) is added at 10° C., to a solution of triethylammonium pyrid-2-yldithiocarbamate (65.4 g) in dimethylformamide (300 cc). The reaction is allowed to proceed for 16 hours at 20° C. After evaporating off the solvents under pressure (0.1 mm Hg) at 50° C., the residual oil is treated with chloroform (750 cc). The chloroform solution is washed twice with distilled water (200 cc in total), dried over sodium sulphate and evaporated. The oily... Starting materials: ClC=1C=CC(=C(C1)C1=CC(N(C=C1OC)C(C(=O)OC(C)(C)C)=CC1C(C1)(F)F)=O)C#N (tert-butyl 2-[4-(5-chloro-2-cyanophenyl)-5-methoxy-2-oxopyridin-1(2H)-yl]-3-(2,2-difluorocyclopropyl)prop-2-enoate). Run in [Cl-].[NH4+] (ammonium chloride). Reaction conditions: time 2 hour. The product is ClC=1C=CC(=C(C1)C1=CC(N(C=C1OC)C(C(=O)OC(C)(C)C)CC1C(C1)(F)F)=O)C#N (tert-Butyl 2-[4-(5-chloro-2-cyanophenyl)-5-methoxy-2-oxopyridin-1(2H)-yl]-3-[2,2-difluorocyclopropyl]propanoate). As a reaction SMILES: [Cl:1][C:2]1[CH:3]=[CH:4][C:5]([C:31]#[N:32])=[C:6]([C:8]2[C:13]([O:14][CH3:15])=[CH:12][N:11]([C:16](=[CH:24][CH:25]3[CH2:27][C:26]3([F:29])[F:28])[C:17]([O:19][C:20]([CH3:23])([CH3:22])[CH3:21])=[O:18])[C:10](=[O:30])[CH:9]=2)[CH:7]=1>[Cl-].[NH4+]>[Cl:1][C:2]1[CH:3]=[CH:4][C:5]([C:31]#[N:32])=[C:6]([C:8]2[C:13]([O:14][CH3:15])=[CH:12][N:11]([CH:16]([CH2:24][CH:25]3[CH2:27][C:26]3([F:29])[F:28])[C:17]([O:19][C:20]([CH3:21])([CH3:22])[CH3:23])=[O:18])[C:10](=[O:30])[CH:9]=2)[CH:7]=1 |f:1.2|. Procedure details: At RT, 240 mg (purity 78%, 404 μmol) of tert-butyl 2-[4-(5-chloro-2-cyanophenyl)-5-methoxy-2-oxopyridin-1(2H)-yl]-3-(2,2-difluorocyclopropyl)prop-2-enoate (diastereomer mixture) were admixed with 30 ml of a “Hot Stryker's” reagent solution [B. A. Baker et al. Org. Lett. 2008, 10, 289-292]. The reaction mixture was stirred at RT for 2 h, and 20 ml of saturated aqueous ammonium chloride solution were then added. The phases were separated and the aqueous phase was extracted three times with 25 ml o... Starting materials: FC=1C=C2C=C(NC2=CC1)C (5-fluoro-2-methylindole), ClC1=CC=NC2=C(C=CC=C12)C (4-chloro-8-methylquinoline). The product is FC=1C=C2C(=C(NC2=CC1)C)C1=CC=NC2=C(C=CC=C12)C (4-(5-fluoro-2-methyl-1H-indol-3-yl)-8-methyl-quinoline). Reaction SMILES: [F:1][C:2]1[CH:3]=[C:4]2[C:8](=[CH:9][CH:10]=1)[NH:7][C:6]([CH3:11])=[CH:5]2.Cl[C:13]1[C:22]2[C:17](=[C:18]([CH3:23])[CH:19]=[CH:20][CH:21]=2)[N:16]=[CH:15][CH:14]=1>>[F:1][C:2]1[CH:3]=[C:4]2[C:8](=[CH:9][CH:10]=1)[NH:7][C:6]([CH3:11])=[C:5]2[C:13]1[C:22]2[C:17](=[C:18]([CH3:23])[CH:19]=[CH:20][CH:21]=2)[N:16]=[CH:15][CH:14]=1. Procedure details: The sub-title compound was prepared from 5-fluoro-2-methylindole and 4-chloro-8-methylquinoline by the method of Example 31, step a).